This data is from the Open Reaction Database (ORD), a public repository of structured organic reaction records. The task is: describe an organic reaction: reactants, conditions, products, and yield Reactants: COC(C1=CC=C(C=C1)OCCNC(=O)C=1OC2=C(C1)C=C(C=C2)OCCN2CCCC2)=O (4-{2-[5-(2-pyrrolidin-1-ylethoxy)benzofuran-2-carbonylamino]-ethoxy}-benzoic acid methyl ester), NO (hydroxylamine), aqueous solution, [OH-].[Na+] (sodium hydroxide). The solvent is CO (methanol), O1CCCC1 (tetrahydrofuran), O (water). Reaction conditions: time 18 hour. Product: ONC(C1=CC=C(C=C1)OCCNC(=O)C=1OC2=C(C1)C=C(C=C2)OCCN2CCCC2)=O (N-hydroxy-4-{2-[5-(2-pyrrolidin-1-ylethyloxy)benzofuran-2-yl-carbonylamino]ethoxy}benzamide). RXN SMILES: C[O:2][C:3](=O)[C:4]1[CH:9]=[CH:8][C:7]([O:10][CH2:11][CH2:12][NH:13][C:14]([C:16]2[O:17][C:18]3[CH:24]=[CH:23][C:22]([O:25][CH2:26][CH2:27][N:28]4[CH2:32][CH2:31][CH2:30][CH2:29]4)=[CH:21][C:19]=3[CH:20]=2)=[O:15])=[CH:6][CH:5]=1.[NH2:34][OH:35].[OH-].[Na+]>CO.O1CCCC1.O>[OH:35][NH:34][C:3](=[O:2])[C:4]1[CH:9]=[CH:8][C:7]([O:10][CH2:11][CH2:12][NH:13][C:14]([C:16]2[O:17][C:18]3[CH:24]=[CH:23][C:22]([O:25][CH2:26][CH2:27][N:28]4[CH2:29][CH2:30][CH2:31][CH2:32]4)=[CH:21][C:19]=3[CH:20]=2)=[O:15])=[CH:6][CH:5]=1 |f:2.3|. Reported procedure: To a solution of 4-{2-[5-(2-pyrrolidin-1-ylethoxy)benzofuran-2-carbonylamino]-ethoxy}-benzoic acid methyl ester (169 mg, 0.37 mmol) in methanol (8 ml) and tetrahydrofuran (4 ml) was added hydroxylamine in water (2.9 ml of a 50 wt. % solution) and 4.0 M aqueous solution of sodium hydroxide (0.65 ml). After stirring for 18 h, the organics were removed and the aqueous solution was cooled in an ice/water bath and the pH was adjusted to ˜8 with 4.4 ml 1.0 M hydrochloric acid to give precipitates. The... The reactants are N[C@H](CO)C ((S)-(+)-2-amino-1-propanol), C([O-])(O)=O.[Na+] (sodium bicarbonate), [N+](=O)([O-])C1=C(C=CC=C1)S(=O)(=O)Cl (2-nitrobenzenesulfonyl chloride), [N+](=O)([O-])C1=C(C=CC=C1)S(=O)(=O)Cl (2-nitrobenzenesulfonyl chloride). Run in O (water), O1CCCC1 (tetrahydrofuran). Reaction conditions: time 39 hour. Product: OC[C@H](C)NS(=O)(=O)C1=C(C=CC=C1)[N+](=O)[O-] ((S)—N-(1-hydroxypropan-2-yl)-2-nitrobenzenesulfonamide). Yield: 87.3%. RXN SMILES: [NH2:1][C@@H:2]([CH3:5])[CH2:3][OH:4].C(=O)(O)[O-].[Na+].[N+:11]([C:14]1[CH:19]=[CH:18][CH:17]=[CH:16][C:15]=1[S:20](Cl)(=[O:22])=[O:21])([O-:13])=[O:12]>O.O1CCCC1>[OH:4][CH2:3][C@@H:2]([NH:1][S:20]([C:15]1[CH:16]=[CH:17][CH:18]=[CH:19][C:14]=1[N+:11]([O-:13])=[O:12])(=[O:21])=[O:22])[CH3:5] |f:1.2|. Reported procedure: To a solution of (S)-(+)-2-amino-1-propanol (2.6 kg, 35 mol) in purified water (10.5 L) was added sodium bicarbonate (4.4 kg, 52 mol). To the resulting mixture was added a solution of 2-nitrobenzenesulfonyl chloride (7.3 kg, 33 mol) in tetrahydrofuran (10.2 L) at an internal temperature of −8° C. to −6° C. Subsequently, the resulting reaction mixture was stirred at room temperature for 39 hours. After confirming the disappearance of 2-nitrobenzenesulfonyl chloride by TLC, the mixture was filtere... The reactants are BrC=1SC2=C(N1)C=C(C(=C2OS(=O)(=O)C(F)(F)F)[C@@H](C(=O)OCC)OC(C)(C)C)C ((S)-ethyl 2-(2-bromo-5-methyl-7-(trifluoromethylsulfonyloxy)benzo[d]thiazol-6-yl)-2-tert-butoxyacetate), C(=C)[Sn](CCCC)(CCCC)CCCC (vinyl-(tri-n-butyl)tin), [NH4+].[Cl-] (NH4Cl). Reagents/catalysts: [Cu]I (CuI), C=1C=CC(=CC1)[P](C=2C=CC=CC2)(C=3C=CC=CC3)[Pd]([P](C=4C=CC=CC4)(C=5C=CC=CC5)C=6C=CC=CC6)([P](C=7C=CC=CC7)(C=8C=CC=CC8)C=9C=CC=CC9)[P](C=1C=CC=CC1)(C=1C=CC=CC1)C=1C=CC=CC1 (Pd(PPh3)4). The solvent is CN(C)C=O (DMF). Run at temperature 65 celsius, time 1 hour. Product: C(C)(C)(C)O[C@H](C(=O)OCC)C1=C(C2=C(N=C(S2)C=C)C=C1C)OS(=O)(=O)C(F)(F)F ((S)-ethyl 2-tert-butoxy-2-(5-methyl-7-(trifluoromethylsulfonyloxy)-2-vinylbenzo[d]thiazol-6-yl)acetate). The yield is 77.0%. As a reaction SMILES: Br[C:2]1[S:3][C:4]2[C:10]([O:11][S:12]([C:15]([F:18])([F:17])[F:16])(=[O:14])=[O:13])=[C:9]([C@H:19]([O:25][C:26]([CH3:29])([CH3:28])[CH3:27])[C:20]([O:22][CH2:23][CH3:24])=[O:21])[C:8]([CH3:30])=[CH:7][C:5]=2[N:6]=1.[CH:31]([Sn](CCCC)(CCCC)CCCC)=[CH2:32].[NH4+].[Cl-]>[Cu]I.C1C=CC([P]([Pd]([P](C2C=CC=CC=2)(C2C=CC=CC=2)C2C=CC=CC=2)([P](C2C=CC=CC=2)(C2C=CC=CC=2)C2C=CC=CC=2)[P](C2C=CC=CC=2)(C2C=CC=CC=2)C2C=CC=CC=2)(C2C=CC=CC=2)C2C=CC=CC=2)=CC=1.CN(C=O)C>[C:26]([O:25][C@@H:19]([C:9]1[C:8]([CH3:30])=[CH:7][C:5]2[N:6]=[C:2]([CH:31]=[CH2:32])[S:3][C:4]=2[C:10]=1[O:11][S:12]([C:15]([F:18])([F:17])[F:16])(=[O:14])=[O:13])[C:20]([O:22][CH2:23][CH3:24])=[O:21])([CH3:29])([CH3:28])[CH3:27] |f:2.3,^1:53,55,74,93|. Reported procedure: A microwave vial was charged with CuI (9.4 mg, 49 μmol), Pd(PPh3)4 (29 mg, 25 μmol), and 32 (250 mg, 0.494 mmol). The vial was sealed and placed under a vacuum. The vessel was backfilled with argon and charged with DMF (1.0 mL) followed by vinyl-(tri-n-butyl)tin (173 μL, 0593 mmol). Reaction was stirred at 65° C. for 1 h, then cooled to 23° C. Sat. aq. NH4Cl (40 mL) was added and the reaction was extracted with EtOAc (2×20 mL). Combined organic layers were dried (Na2SO4), filtered, and concentra... The reagents and catalysts are C=1C=CC(=CC1)[P](C=2C=CC=CC2)(C=3C=CC=CC3)[Pd]([P](C=4C=CC=CC4)(C=5C=CC=CC5)C=6C=CC=CC6)([P](C=7C=CC=CC7)(C=8C=CC=CC8)C=9C=CC=CC9)[P](C=1C=CC=CC1)(C=1C=CC=CC1)C=1C=CC=CC1 (tetrakis(triphenylphosphine)palladium). Yields the product CC1=CC=CC2=C1C(C=1C(=NC=C(C1)C1=CC=CC=C1)C=C2)=O (6-methyl-3-phenyl-5H-benzo[4,5]cyclohepta[1,2-b]pyridin-5-one). Conditions: temperature 100 celsius, time 12 hour. Reaction SMILES: Br[C:2]1[C:7]2[C:8](=[O:23])[C:9]3[C:10]([CH:21]=[CH:22][C:6]=2[CH:5]=[CH:4][CH:3]=1)=[N:11][CH:12]=[C:13]([C:15]1[CH:20]=[CH:19][CH:18]=[CH:17][CH:16]=1)[CH:14]=3.[CH3:24]B1OB(C)OB(C)O1.C(=O)([O-])[O-].[K+].[K+]>C1C=CC([P]([Pd]([P](C2C=CC=CC=2)(C2C=CC=CC=2)C2C=CC=CC=2)([P](C2C=CC=CC=2)(C2C=CC=CC=2)C2C=CC=CC=2)[P](C2C=CC=CC=2)(C2C=CC=CC=2)C2C=CC=CC=2)(C2C=CC=CC=2)C2C=CC=CC=2)=CC=1>[CH3:24][C:2]1[C:7]2[C:8](=[O:23])[C:9]3[C:10]([CH:21]=[CH:22][C:6]=2[CH:5]=[CH:4][CH:3]=1)=[N:11][CH:12]=[C:13]([C:15]1[CH:20]=[CH:19][CH:18]=[CH:17][CH:16]=1)[CH:14]=3 |f:2.3.4,^1:42,44,63,82|. Procedure details: 6-bromo-3-phenyl-5H-benzo[4,5]cyclohepta[1,2-b]pyridin-5-one (10 mg, 0.027 mmol), trimethylboroxine (10 μL, 0.071 mmol), tetrakis(triphenylphosphine)palladium (0) (5 mg, 0.004 mmol), and potassium carbonate (15 mg, 0.108 mmol) were combined in a dry flask. The flask was purged with argon and 0.5 mL of 10% aqueous dioxane were added. Argon was bubbled through the solution for 5 minutes and the solution was stirred and heated to 100° C. After 12 hours, the reaction mixture was filtered through a p... Reactants: BrC1=CC=CC2=C1C(C=1C(=NC=C(C1)C1=CC=CC=C1)C=C2)=O (6-bromo-3-phenyl-5H-benzo[4,5]cyclohepta[1,2-b]pyridin-5-one), CB1OB(OB(O1)C)C (trimethylboroxine), C([O-])([O-])=O.[K+].[K+] (potassium carbonate). Reactants: NC(=O)C=1C=C(C=C2C(=NC=NC12)NCC=1C=C(C=CC1)NC(OC(C)(C)C)=O)C=O (tert-butyl [3-({[8-(aminocarbonyl)-6-formylquinazolin-4-yl]amino}methyl)phenyl]carbamate), [Na] (sodium), [BH4-].[Na+] (sodium borohydride). The solvent is O1CCCC1 (tetrahydrofuran). Run at temperature 0 celsius, time 1 hour. Yields the product NC(=O)C=1C=C(C=C2C(=NC=NC12)NCC=1C=C(C=CC1)NC(OC(C)(C)C)=O)CO (tert-butyl [3-({[8-(aminocarbonyl)-6-(hydroxymethyl)quinazolin-4-yl]amino}methyl)phenyl]carbamate). Yield: 67.5%. Reaction SMILES: [NH2:1][C:2]([C:4]1[CH:5]=[C:6]([CH:30]=[O:31])[CH:7]=[C:8]2[C:13]=1[N:12]=[CH:11][N:10]=[C:9]2[NH:14][CH2:15][C:16]1[CH:17]=[C:18]([NH:22][C:23](=[O:29])[O:24][C:25]([CH3:28])([CH3:27])[CH3:26])[CH:19]=[CH:20][CH:21]=1)=[O:3].[Na].[BH4-].[Na+]>O1CCCC1>[NH2:1][C:2]([C:4]1[CH:5]=[C:6]([CH2:30][OH:31])[CH:7]=[C:8]2[C:13]=1[N:12]=[CH:11][N:10]=[C:9]2[NH:14][CH2:15][C:16]1[CH:17]=[C:18]([NH:22][C:23](=[O:29])[O:24][C:25]([CH3:28])([CH3:26])[CH3:27])[CH:19]=[CH:20][CH:21]=1)=[O:3] |f:2.3,^1:31|. Reported procedure: To a solution of tert-butyl [3-({[8-(aminocarbonyl)-6-formylquinazolin-4-yl]amino}methyl)phenyl]carbamate (90.00 mg; 0.21 mmol; 1.00 eq.) in tetrahydrofuran (2.00 ml) added sodium added sodium borohydride (4.04 mg; 0.11 mmol; 0.50 eq.). The reaction mixture was stirred at 0° C. for 1 h. After workup, the product was purified by HPLC to get tert-butyl [3-({[8-(aminocarbonyl)-6-(hydroxymethyl)quinazolin-4-yl]amino}methyl)phenyl]carbamate (60 mg, 66%) MS (M+1) 424. The reactants are C(C1=CC=CC=C1)OC(=O)N1CC=2N(C3=CC=CC=C3C2CC1)C (2-benzyloxycarbonyl-9-methyl-1,3,4,9-tetrahydro-2H-pyrido[3,4-b]indole), Cl (HCl). The reagents and catalysts are [Pd] (Pd/C). The solvent is CO (methanol), CCOC(=O)C (EtOAc). Reaction conditions: time 6 hour. Yields the product Cl.CN1C2=C(C3=CC=CC=C13)CCNC2 (9-Methyl-1,3,4,9-tetrahydro-2H-pyrido[3,4-b]-indole mono hydrochloride). Isolated yield 92.0%. As a reaction SMILES: C(OC([N:11]1[CH2:23][CH2:22][C:21]2[C:20]3[C:15](=[CH:16][CH:17]=[CH:18][CH:19]=3)[N:14]([CH3:24])[C:13]=2[CH2:12]1)=O)C1C=CC=CC=1.[ClH:25]>CO.CCOC(C)=O.[Pd]>[ClH:25].[CH3:24][N:14]1[C:15]2[C:20](=[CH:19][CH:18]=[CH:17][CH:16]=2)[C:21]2[CH2:22][CH2:23][NH:11][CH2:12][C:13]1=2 |f:5.6|. Procedure details: To a solution of 2-benzyloxycarbonyl-9-methyl-1,3,4,9-tetrahydro-2H-pyrido[3,4-b]indole (5.17 g. 16.2 mmole) in methanol (100 mL), EtOAc (25 mL) and HCl (17 mL, 1M in dioxane) at RT in a Parr hydrogenation flask was added 10% Pd/C (0.5 g). The reaction mixture was shaken under 45 psi of H2 for 6 hr. The suspension was filtered through celite®), and the filter pad was washed with methanol. The filtrate was concentrated on the rotavap, and the residue was dried under high vacuum to afford the titl... The reactants are C(C1=CC=CC=C1)(C1=CC=CC=C1)=NN=CC=1SC(=CC1Br)COCC1=CC=CC=C1 (N-benzhydrylidene-N′-[1-(5-benzyloxymethyl-3-bromo-thiophen-2-yl)-methylidene]-hydrazine), C(C1=CC=CC=C1)(C1=CC=CC=C1)=NN=CC=1SC(=CC1Br)COCC1=CC=CC=C1 (N-benzhydrylidene-N′-[1-(5-benzyloxymethyl-3-bromo-thiophen-2-yl)-methylidene]-hydrazine), hydrazone benzophenone, C([O-])([O-])=O.[Cs+].[Cs+] (cesium carbonate). Reagents/catalysts: C1(=CC=CC=C1)P[C-]1C=CC=C1.[C-]1(C=CC=C1)PC1=CC=CC=C1.[Fe+2] (1,1′ diphenylphosphinoferrocene), C(C)(=O)[O-].[Pd+2].C(C)(=O)[O-] (palladium (II) acetate). Solvent: C1(=CC=CC=C1)C (toluene). Run at temperature 90 celsius. Product: C(C1=CC=CC=C1)OCC1=CC=2NN=CC2S1 (5-benzyloxymethyl-1H-thieno[3,2-c]pyrazole). Isolated yield 37.0%. Reaction SMILES: C(=[N:14][N:15]=[CH:16][C:17]1[S:18][C:19]([CH2:23][O:24][CH2:25][C:26]2[CH:31]=[CH:30][CH:29]=[CH:28][CH:27]=2)=[CH:20][C:21]=1Br)(C1C=CC=CC=1)C1C=CC=CC=1.C(=O)([O-])[O-].[Cs+].[Cs+]>C1(C)C=CC=CC=1.C1(P[C-]2C=CC=C2)C=CC=CC=1.[C-]1(PC2C=CC=CC=2)C=CC=C1.[Fe+2].C([O-])(=O)C.[Pd+2].C([O-])(=O)C>[CH2:25]([O:24][CH2:23][C:19]1[S:18][C:17]2[CH:16]=[N:15][NH:14][C:21]=2[CH:20]=1)[C:26]1[CH:31]=[CH:30][CH:29]=[CH:28][CH:27]=1 |f:1.2.3,5.6.7,8.9.10|. Procedure: To N-benzhydrylidene-N′-[1-(5-benzyloxymethyl-3-bromo-thiophen-2-yl)-methylidene]-hydrazine (34 g, 69.5 mmol, Intermediate (88)] in toluene (500 mL) were added hydrazone benzophenone (16.4, 83.4 mmol), cesium carbonate (38.4 g, 118.2 mmol), 1,1′ diphenylphosphinoferrocene (5.8 g, 10.4 mmol), and palladium (II) acetate (1.17 g, 5.2 mmol). The suspension was stirred at 90° C. under nitrogen atmosphere until reaction is complete. The solvent was removed. The residual oil was chromatographed (ethyl ...